The task is: describe an organic reaction: reactants, conditions, products, and yield. This data is from the Open Reaction Database (ORD), a public repository of structured organic reaction records. Reactants: CCOC(C)=O, O=C1CCC(=O)N1Cl, O=C(O)c1cccc2c1OCCCC2, CN(C)C=O. The product is O=C(O)c1cc(Cl)cc2c1OCCCC2. As a reaction SMILES: [CH3:28][CH2:29][O:30][C:31](=[O:32])[CH3:33].[Cl:15][N:16]1[C:17](=[O:18])[CH2:19][CH2:20][C:21]1=[O:22].[O:1]1[CH2:2][CH2:3][CH2:4][CH2:5][c:6]2[c:7]1[c:8]([C:12](=[O:13])[OH:14])[cH:9][cH:10][cH:11]2.[O:23]=[CH:24][N:25]([CH3:26])[CH3:27]>>[O:1]1[CH2:2][CH2:3][CH2:4][CH2:5][c:6]2[c:7]1[c:8]([C:12](=[O:13])[OH:14])[cH:9][c:10]([Cl:15])[cH:11]2. Reactants: C(=C)C1=C(C=C(C=C1)N1C(O[C@H](C1)CNC(C)=O)=O)F ((S)-(−)-N-[[3-[4-Ethenyl-3-fluoropheny]-2-oxo-5-oxazolidinyl]methyl]acetamide), FC(C(=O)O)(F)F (trifluoroacetic acid), C(C1=CC=CC=C1)N(COC)C[Si](C)(C)C (N-benzyl-N-(methoxymethyl) trimethylsilylmethylamine). The solvent is C(Cl)Cl (methylene chloride), C(Cl)Cl (methylene chloride). Run at time 17 hour. Yields the product FC=1C=C(C=CC1C1CN(CC1)CC1=CC=CC=C1)N1C(O[C@H](C1)CNC(C)=O)=O ((5S)-N-[[3-[3-Fluoro-4-[-1-(phenylmethyl)-3-pyrrolidinyl]phenyl]-2-oxo-5-oxazolidinyl]methyl]acetamide). Reaction SMILES: [CH:1]([C:3]1[CH:8]=[CH:7][C:6]([N:9]2[CH2:13][C@H:12]([CH2:14][NH:15][C:16](=[O:18])[CH3:17])[O:11][C:10]2=[O:19])=[CH:5][C:4]=1[F:20])=[CH2:2].FC(F)(F)C(O)=O.[CH2:28]([N:35]([CH2:39][Si](C)(C)C)[CH2:36]OC)[C:29]1[CH:34]=[CH:33][CH:32]=[CH:31][CH:30]=1>C(Cl)Cl>[F:20][C:4]1[CH:5]=[C:6]([N:9]2[CH2:13][C@H:12]([CH2:14][NH:15][C:16](=[O:18])[CH3:17])[O:11][C:10]2=[O:19])[CH:7]=[CH:8][C:3]=1[CH:1]1[CH2:2][CH2:36][N:35]([CH2:28][C:29]2[CH:30]=[CH:31][CH:32]=[CH:33][CH:34]=2)[CH2:39]1. Procedure: A solution of (S)-(−)-N-[[3-[4-vinyl-3-fluorophenyl]-2-oxo-5-oxazolidinyl]methyl]acetamide (EXAMPLE 41, Step 1, 3.50 g) and trifluoroacetic acid (0.23 mL) in dry methylene chloride under N2 is treated with a solution of N-benzyl-N-(methoxymethyl) trimethylsilylmethylamine (6.10 g) in dry methylene chloride (50 mL) dropwise over 4.5 hours, and the resulting solution was stirred at ambient temperature for 17 hours. The reaction mixture is then washed with saturated aqueous sodium bicarbonate (30 m... Reactants: O=C([O-])[O-], CCCc1c2nc(C(=O)OC)cc(NS(=O)(=O)c3ccc(C)cc3)c2cc2c(=O)cc(C(=O)OCC)oc12, CI, CN1CCCC1=O, [K+], [K+], O. Yields the product CCCc1c2nc(C(=O)OC)cc(N(C)S(=O)(=O)c3ccc(C)cc3)c2cc2c(=O)cc(C(=O)OCC)oc12. RXN SMILES: [C:39](=[O:40])([O-:41])[O-:42].[CH3:1][O:2][C:3](=[O:4])[c:5]1[n:6][c:7]2[c:8]([CH2:36][CH2:37][CH3:38])[c:9]3[c:10]([cH:11][c:12]2[c:13]([NH:15][S:16](=[O:17])(=[O:18])[c:19]2[cH:20][cH:21][c:22]([CH3:25])[cH:23][cH:24]2)[cH:14]1)[c:26](=[O:35])[cH:27][c:28]([C:30](=[O:31])[O:32][CH2:33][CH3:34])[o:29]3.[CH3:45][I:46].[CH3:48][N:49]1[CH2:50][CH2:51][CH2:52][C:53]1=[O:54].[K+:43].[K+:44].[OH2:47]>>[CH3:1][O:2][C:3](=[O:4])[c:5]1[n:6][c:7]2[c:8]([CH2:36][CH2:37][CH3:38])[c:9]3[c:10]([cH:11][c:12]2[c:13]([N:15]([S:16](=[O:17])(=[O:18])[c:19]2[cH:20][cH:21][c:22]([CH3:25])[cH:23][cH:24]2)[CH3:39])[cH:14]1)[c:26](=[O:35])[cH:27][c:28]([C:30](=[O:31])[O:32][CH2:33][CH3:34])[o:29]3. Starting materials: TEA, Cl.O1CCOC12CCC(CC2)C(CC)N (1-1,4-dioxaspiro[4.5]decan-8-ylpropan-1-amine hydrochloride), C(OC)(=O)Cl (methyl carbonochloridate). Solvent: ClCCl (dichloromethane). Reaction conditions: temperature 0 celsius. Yields the product O1CCOC12CCC(CC2)C(CC)NC(OC)=O (methyl N-(1-1,4-dioxaspiro[4.5]decan-8-ylpropyl)carbamate). As a reaction SMILES: Cl.[O:2]1[C:6]2([CH2:11][CH2:10][CH:9]([CH:12]([NH2:15])[CH2:13][CH3:14])[CH2:8][CH2:7]2)[O:5][CH2:4][CH2:3]1.[C:16](Cl)(=[O:19])[O:17][CH3:18]>ClCCl>[O:2]1[C:6]2([CH2:11][CH2:10][CH:9]([CH:12]([NH:15][C:16](=[O:19])[O:17][CH3:18])[CH2:13][CH3:14])[CH2:8][CH2:7]2)[O:5][CH2:4][CH2:3]1 |f:0.1|. Procedure: Into a 50 mL round-bottom flask was placed a solution of 1-1,4-dioxaspiro[4.5]decan-8-ylpropan-1-amine hydrochloride (as prepared in the previous step, 50 mg, 0.21 mmol, 1.00 equiv) in dichloromethane (10 mL) and TEA (42.8 mg, 0.42 mmol, 2.00 equiv). This was followed by the addition of methyl carbonochloridate (23.9 mg, 0.25 mmol, 1.20 equiv) dropwise with stirring at 0° C. The resulting solution was stirred overnight at room temperature. The reaction was then quenched by the addition of 20 mL ...